From a dataset of the Open Reaction Database (ORD), a public repository of structured organic reaction records. describe an organic reaction: reactants, conditions, products, and yield The reactants are C(=C)[B-](F)(F)F.[K+] (Potassium vinyltrifluoroborate), CCOC(=O)C (EtOAc), O (H2O), BrC=1C(=NC2=CC(=CC=C2C1)OC)O[C@@H]1C[C@H](N(C1)C(=O)OC(C)(C)C)C(=O)OC (1-t-butyl 2-methyl (2S,4R)-4-[(3-bromo-7-methoxyquinolin-2-yl)oxy]pyrrolidine-1,2-dicarboxylate), TEA. Reagents/catalysts: C1=CC=C(C=C1)[PH+](C2=CC=CC=C2)[C]3[CH][CH][CH][CH]3.C1=CC=C(C=C1)[PH+](C2=CC=CC=C2)[C]3[CH][CH][CH][CH]3.C(Cl)Cl.Cl[Pd]Cl.[Fe] (dichloro[1,1′-bis(diphenylphosphino)ferrocene]palladium(II) dichloromethane adduct). Solvent: CCO (EtOH). Reaction conditions: temperature 100 celsius, time 2 hour. The product is COC1=CC=C2C=C(C(=NC2=C1)O[C@@H]1C[C@H](N(C1)C(=O)OC(C)(C)C)C(=O)OC)C=C (1-t-Butyl 2-methyl (2S,4R)-4-[(7-methoxy-3-vinylquinolin-2-yl)oxy]pyrrolidine-1,2-dicarboxylate). Reaction SMILES: Br[C:2]1[C:3]([O:14][C@H:15]2[CH2:19][N:18]([C:20]([O:22][C:23]([CH3:26])([CH3:25])[CH3:24])=[O:21])[C@H:17]([C:27]([O:29][CH3:30])=[O:28])[CH2:16]2)=[N:4][C:5]2[C:10]([CH:11]=1)=[CH:9][CH:8]=[C:7]([O:12][CH3:13])[CH:6]=2.[CH:31]([B-](F)(F)F)=[CH2:32].[K+].CCOC(C)=O.O>CCO.C1C=CC([PH+]([C]2[CH][CH][CH][CH]2)C2C=CC=CC=2)=CC=1.C1C=CC([PH+]([C]2[CH][CH][CH][CH]2)C2C=CC=CC=2)=CC=1.C(Cl)Cl.Cl[Pd]Cl.[Fe]>[CH3:13][O:12][C:7]1[CH:6]=[C:5]2[C:10]([CH:11]=[C:2]([CH:31]=[CH2:32])[C:3]([O:14][C@H:15]3[CH2:19][N:18]([C:20]([O:22][C:23]([CH3:24])([CH3:25])[CH3:26])=[O:21])[C@H:17]([C:27]([O:29][CH3:30])=[O:28])[CH2:16]3)=[N:4]2)=[CH:9][CH:8]=1 |f:1.2,6.7.8.9.10,^1:52,53,54,55,56,70,71,72,73,74|. Procedure: To a solution of 1-t-butyl 2-methyl (2S,4R)-4-[(3-bromo-7-methoxyquinolin-2-yl)oxy]pyrrolidine-1,2-dicarboxylate (2.0 g, 4.2 mmol) in EtOH (30 mL), TEA (0.87 mL, 6.23 mmol) was added. Potassium vinyltrifluoroborate (0.84 g, 6.23 mmol) and dichloro[1,1′-bis(diphenylphosphino)ferrocene]palladium(II) dichloromethane adduct (0.17 g, 0.21 mmol) were then added, and the reaction mixture was stirred at 100° C. for 2 hours. The reaction mixture was worked up with EtOAc and H2O, and the layers were separ... Starting materials: N([C@@H](CC1=CC=CC=C1)C(=O)O)C(=O)OCC1C2=CC=CC=C2C2=CC=CC=C12 (FmocPhe), C1=CC2=C(N=C1)N(N=N2)O.CC(N=C=NC(C)C)C (HOAt DIC), COC=1C=CC(=CC1)C=O (anisaldehyde), N([C@@H](COCC1=CC=CC=C1)C(=O)O)C(=O)OC(C)(C)C (BocSer(OBzl)). Solvent: TEA toluene. The product is C(C1=CC=CC=C1)[C@H]1C(N([C@H](C(N1)=O)COCC1=CC=CC=C1)CC1=CC=C(C=C1)OC)=O (3-Benzyl-6-benzyloxymethyl-1-(4-methoxybenzyl)-(3S, 6S)-perhydro-2,5-pyrazinedione). RXN SMILES: [NH:1]([C:13]([O:15]CC1C2C(=CC=CC=2)C2C1=CC=CC=2)=O)[C@H:2]([C:10]([OH:12])=O)[CH2:3][C:4]1[CH:9]=[CH:8][CH:7]=[CH:6][CH:5]=1.[CH3:30][O:31][C:32]1[CH:33]=[CH:34][C:35]([CH:38]=O)=[CH:36][CH:37]=1.[NH:40](C(OC(C)(C)C)=O)[C@H:41](C(O)=O)[CH2:42][O:43][CH2:44][C:45]1[CH:50]=[CH:49][CH:48]=[CH:47][CH:46]=1.C1C=NC2N(O)N=NC=2C=1.CC(C)N=C=NC(C)C>>[CH2:3]([C@@H:2]1[NH:1][C:13](=[O:15])[C@H:41]([CH2:42][O:43][CH2:44][C:45]2[CH:50]=[CH:49][CH:48]=[CH:47][CH:46]=2)[N:40]([CH2:38][C:35]2[CH:36]=[CH:37][C:32]([O:31][CH3:30])=[CH:33][CH:34]=2)[C:10]1=[O:12])[C:4]1[CH:5]=[CH:6][CH:7]=[CH:8][CH:9]=1 |f:3.4|. Procedure: TentaGel resin was coupled with FmocPhe (Mitsunobu conditions) and reductively alkylated with anisaldehyde. BocSer(OBzl) was coupled with HOAt/DIC and after Boc-deprotection the DKP formed in 4% TEA/toluene (12 h). Yield: 7.1 mg (8.3%). 1H-NMR (400 MHz, CDCl3): δ=1.60 (dd, J=6.4, 6.4 Hz, 1 H), 3.22 (dd, J=3.4, 10.0 Hz, 1 H), 3.28 (dd, J=2.8, 10.0 Hz, 1 H), 3.44 (dd, J=2.2, 6.4 Hz, 1 H), 3.81 (s, 3 H), 3.85 (d, J=14.6 Hz, 1 H), 4.07 (dd, J=2.2, 6.4 Hz, 1 H), 4.18 (dd, J=2.8 3.4 Hz, 1 H), 4.21 (d,... The reactants are [Cl-], [Cl-], [Cl-], [Cl-], CCOC(=O)C(=O)Cl, ClCCl, CCOC(=O)c1cc2cc(F)ccc2[nH]1, O, [Ti+4]. Yields the product CCOC(=O)C(=O)c1c(C(=O)OCC)[nH]c2ccc(F)cc12. As a reaction SMILES: [Cl-:28].[Cl-:29].[Cl-:30].[Cl-:31].[Cl:1][C:2]([C:3](=[O:4])[O:5][CH2:6][CH3:7])=[O:8].[Cl:25][CH2:26][Cl:27].[F:9][c:10]1[cH:11][c:12]2[cH:13][c:14]([C:19](=[O:20])[O:21][CH2:22][CH3:23])[nH:15][c:16]2[cH:17][cH:18]1.[OH2:24].[Ti+4:32]>>[C:2]([C:3](=[O:4])[O:5][CH2:6][CH3:7])(=[O:8])[c:13]1[c:12]2[cH:11][c:10]([F:9])[cH:18][cH:17][c:16]2[nH:15][c:14]1[C:19](=[O:20])[O:21][CH2:22][CH3:23].